Dataset: the Open Reaction Database (ORD), a public repository of structured organic reaction records. Task: describe an organic reaction: reactants, conditions, products, and yield Reactants: [H-].[Al+3].[Li+].[H-].[H-].[H-] (lithium aluminum hydride), CC1=C(C(CC(C1)O)(C)C)/C=C/C(C)O (3-hydroxy-β-ionol). The reagents and catalysts are [O-2].[O-2].[Mn+4] (manganese dioxide). Yields the product CC1=C(C(CC(C1)O)(C)C)/C=C/C(=O)C (3-hydroxy-β-ionone). Reaction SMILES: [H-].[Al+3].[Li+].[H-].[H-].[H-].[CH3:7][C:8]1[CH2:13][CH:12]([OH:14])[CH2:11][C:10]([CH3:16])([CH3:15])[C:9]=1/[CH:17]=[CH:18]/[CH:19]([OH:21])[CH3:20]>[O-2].[O-2].[Mn+4]>[CH3:7][C:8]1[CH2:13][CH:12]([OH:14])[CH2:11][C:10]([CH3:15])([CH3:16])[C:9]=1/[CH:17]=[CH:18]/[C:19]([CH3:20])=[O:21] |f:0.1.2.3.4.5,7.8.9|. Procedure: The ketone 1 prepared from isophorone is reacted with a Grignard reagent prepared from but-3-yn-2-ol to give the diol 2, from which the dihydroxyketone 3 is formed by eliminating the ethylenedioxy protective group. The dihydroxyketone 3 can be reduced with lithium aluminum hydride to the triol 4, which can be reacted with acetic anhydride in pyridine to give the acetate 5. Dehydration of 5 with phosphoryl chloride in pyridine gives the enyne diacetate 7, which can be reduced with lithium aluminu... Starting materials: BrC1=C(C(NC(=N1)C)=O)[N+](=O)[O-] (6-bromo-2-methyl-5-nitro-3H-pyrimidin-4-one), C1(=CC=CC=C1)N1CCNCC1 (1-phenylpiperazine), C([O-])([O-])=O.[K+].[K+] (potassium carbonate). The solvent is CN(C=O)C (N,N-dimethylformamide). Yields the product CC1=NC(=C(C(N1)=O)[N+](=O)[O-])N1CCN(CC1)C1=CC=CC=C1 (2-methyl-5-nitro-6-(4-phenyl-piperazin-1-yl)-3H-pyrimidin-4-one). As a reaction SMILES: Br[C:2]1[N:7]=[C:6]([CH3:8])[NH:5][C:4](=[O:9])[C:3]=1[N+:10]([O-:12])=[O:11].[C:13]1([N:19]2[CH2:24][CH2:23][NH:22][CH2:21][CH2:20]2)[CH:18]=[CH:17][CH:16]=[CH:15][CH:14]=1.C(=O)([O-])[O-].[K+].[K+]>CN(C)C=O>[CH3:8][C:6]1[NH:5][C:4](=[O:9])[C:3]([N+:10]([O-:12])=[O:11])=[C:2]([N:22]2[CH2:23][CH2:24][N:19]([C:13]3[CH:18]=[CH:17][CH:16]=[CH:15][CH:14]=3)[CH2:20][CH2:21]2)[N:7]=1 |f:2.3.4|. Procedure details: In analogy to the procedure described in example 1, the 6-bromo-2-methyl-5-nitro-3H-pyrimidin-4-one (as prepared in Eur. Pat. Appl. EP 1 074 549 A2) was treated with the 1-phenylpiperazine in N,N-dimethylformamide in the presence of potassium carbonate at room temperature to yield the 2-methyl-5-nitro-6-(4-phenyl-piperazin-1-yl)-3H-pyrimidin-4-one as yellow solid; m.p.>250° C. (decomposition); MS: [M−H]−=314. Starting materials: BrC=1C=CC=2N(C1)N=NN2 (6-bromotetrazolo[1,5-a]pyridine), O (Water), C(C#C)(=O)OC (Methyl propiolate), N1=C(C=CC=C1C)C (2,6-lutidine). Reagents/catalysts: [Cu]I (copper (I) iodide). Run in O1CCCC1 (tetrahydrofuran), CS(=O)C (dimethylsulfoxide). Conditions: time 8 hour. Yields the product BrC=1C=CC(=NC1)N1N=NC(=C1)C(=O)OC (Methyl 1-(5-bromopyridin-2-yl)-1H-1,2,3-triazole-4-carboxylate). Yield: 100.9%. As a reaction SMILES: [Br:1][C:2]1[CH:3]=[CH:4][C:5]2[N:6]([N:8]=[N:9][N:10]=2)[CH:7]=1.[C:11]([O:15][CH3:16])(=[O:14])[C:12]#[CH:13].N1C(C)=CC=CC=1C.O>O1CCCC1.CS(C)=O.[Cu]I>[Br:1][C:2]1[CH:3]=[CH:4][C:5]([N:10]2[CH:13]=[C:12]([C:11]([O:15][CH3:16])=[O:14])[N:8]=[N:9]2)=[N:6][CH:7]=1. Procedure: In a 10 ml round-bottomed flask, 6-bromotetrazolo[1,5-a]pyridine (209 mg, 1.05 mmol) was dissolved in a mixture of tetrahydrofuran (3.5 ml) and dimethylsulfoxide (0.06 ml) to give an orange solution. Methyl propiolate (265 mg, 276 μl, 3.15 mmol), copper (I) iodide (200 mg, 1.05 mmol) and 2,6-lutidine (225 mg, 245 μl, 2.1 mmol) were added and the reaction mixture was stirred at room temperature overnight. Water was added and the layers were separated using ethyl acetate. The organic layer was was... The reactants are COC=1C=C(C(=N)N)C=CC1OC (3,4-dimethoxybenzamidine), C(C1=CC=CC=C1)=C(C#N)C#N (2-benzylidene-malononitrile). Yields the product NCC=1C(=NC(=NC1C1=CC=CC=C1)C1=CC(=C(C=C1)OC)OC)N (5-Aminomethyl-2-(3,4-dimethoxy-phenyl)-6-phenyl-pyrimidin-4-ylamine). As a reaction SMILES: [CH3:1][O:2][C:3]1[CH:4]=[C:5]([CH:9]=[CH:10][C:11]=1[O:12][CH3:13])[C:6]([NH2:8])=[NH:7].[CH:14](=[C:21]([C:24]#[N:25])[C:22]#[N:23])[C:15]1[CH:20]=[CH:19][CH:18]=[CH:17][CH:16]=1>>[NH2:25][CH2:24][C:21]1[C:22]([NH2:23])=[N:7][C:6]([C:5]2[CH:9]=[CH:10][C:11]([O:12][CH3:13])=[C:3]([O:2][CH3:1])[CH:4]=2)=[N:8][C:14]=1[C:15]1[CH:20]=[CH:19][CH:18]=[CH:17][CH:16]=1. Procedure details: The title compound, MS: m/e=336.8 (M+H+), was prepared from 3,4-dimethoxybenzamidine and 2-benzylidene-malononitrile in analogy to the process described in Example 11 as a solid. Starting materials: COC(=O)c1cccc2oc(N3C(C)CN(C(=O)N(C)C)CC3C)nc12, [I-], [Li+], c1ccncc1. The product is CC1CN(C(=O)N(C)C)CC(C)N1c1nc2c(C(=O)O)cccc2o1. RXN SMILES: [CH3:1][CH:2]1[N:3]([c:14]2[o:15][c:16]3[c:17]([n:18]2)[c:19]([C:23](=[O:24])[O:25][CH3:26])[cH:20][cH:21][cH:22]3)[CH:4]([CH3:13])[CH2:5][N:6]([C:8]([N:9]([CH3:10])[CH3:11])=[O:12])[CH2:7]1.[I-:27].[Li+:28].[cH:29]1[cH:30][cH:31][n:32][cH:33][cH:34]1>>[CH3:1][CH:2]1[N:3]([c:14]2[o:15][c:16]3[c:17]([n:18]2)[c:19]([C:23](=[O:24])[OH:25])[cH:20][cH:21][cH:22]3)[CH:4]([CH3:13])[CH2:5][N:6]([C:8]([N:9]([CH3:10])[CH3:11])=[O:12])[CH2:7]1. The reactants are COC(\C=C\C=1C=C2C(CC3(CCN(CC3)CC3=CC=CC=C3)OC2=CC1)=O)=O ((E)-3-{1′-Benzyl-4-oxo-spiro[chromane-2,4′-piperidine]-6-yl}-acrylic acid methyl ester), [OH-].[Na+] (NaOH). Product: C(C1=CC=CC=C1)N1CCC2(CC1)OC1=CC=C(C=C1C(C2)=O)/C=C/C(=O)O ((E)-3-{1′-benzyl-4-oxo-spiro[chromane-2,4′-piperidine]-6-yl}-acrylic acid). The yield is 95.0%. Reaction SMILES: C[O:2][C:3](=[O:29])/[CH:4]=[CH:5]/[C:6]1[CH:7]=[C:8]2[C:25](=[CH:26][CH:27]=1)[O:24][C:11]1([CH2:16][CH2:15][N:14]([CH2:17][C:18]3[CH:23]=[CH:22][CH:21]=[CH:20][CH:19]=3)[CH2:13][CH2:12]1)[CH2:10][C:9]2=[O:28].[OH-].[Na+]>>[CH2:17]([N:14]1[CH2:15][CH2:16][C:11]2([CH2:10][C:9](=[O:28])[C:8]3[C:25](=[CH:26][CH:27]=[C:6](/[CH:5]=[CH:4]/[C:3]([OH:29])=[O:2])[CH:7]=3)[O:24]2)[CH2:12][CH2:13]1)[C:18]1[CH:19]=[CH:20][CH:21]=[CH:22][CH:23]=1 |f:1.2|. Reported procedure: (E)-3-{1′-Benzyl-4-oxo-spiro[chromane-2,4′-piperidine]-6-yl}-acrylic acid methyl ester (414 mg, 1.06 mmol) was hydrolyzed with NaOH following the procedure described in Example 1, Step A, giving (E)-3-{1′-benzyl-4-oxo-spiro[chromane-2,4′-piperidine]-6-yl}-acrylic acid (380 mg) as a white solid.